The task is: describe an organic reaction: reactants, conditions, products, and yield. This data is from the Open Reaction Database (ORD), a public repository of structured organic reaction records. Starting materials: C1(=CC=CC=C1)N1N=C(C=C1CCC)CCC=O (3-(1-phenyl-5-propyl-1H-pyrazol-3-yl)propanal), [BH-](OC(=O)C)(OC(=O)C)OC(=O)C.[Na+] (NaBH(OAc)3), ClC=1C=C(C=CC1Cl)N1CCNCC1 (1-(3,4-dichlorophenyl)piperazine), CCN(C(C)C)C(C)C (DIPEA). Yields the product ClC=1C=C(C=CC1Cl)N1CCN(CC1)CCCC1=NN(C(=C1)CCC)C1=CC=CC=C1 (1-(3,4-dichlorophenyl)-4-(3-(1-phenyl-5-propyl-1H-pyrazol-3-yl)propyl)piperazine). RXN SMILES: [C:1]1([N:7]2[C:11]([CH2:12][CH2:13][CH3:14])=[CH:10][C:9]([CH2:15][CH2:16][CH:17]=O)=[N:8]2)[CH:6]=[CH:5][CH:4]=[CH:3][CH:2]=1.[Cl:19][C:20]1[CH:21]=[C:22]([N:27]2[CH2:32][CH2:31][NH:30][CH2:29][CH2:28]2)[CH:23]=[CH:24][C:25]=1[Cl:26].CCN(C(C)C)C(C)C.[BH-](OC(C)=O)(OC(C)=O)OC(C)=O.[Na+]>>[Cl:19][C:20]1[CH:21]=[C:22]([N:27]2[CH2:32][CH2:31][N:30]([CH2:17][CH2:16][CH2:15][C:9]3[CH:10]=[C:11]([CH2:12][CH2:13][CH3:14])[N:7]([C:1]4[CH:6]=[CH:5][CH:4]=[CH:3][CH:2]=4)[N:8]=3)[CH2:29][CH2:28]2)[CH:23]=[CH:24][C:25]=1[Cl:26] |f:3.4|. Reported procedure: 77 mg (47%) of target compound was obtained by using a method same as in Example 1 by using 3-(1-phenyl-5-propyl-1H-pyrazol-3-yl)propanal (80 mg, 0.330 mmol), 1-(3,4-dichlorophenyl)piperazine (76 mg, 0.330 mmol), DIPEA (0.090 mL, 0.495 mmol) and NaBH(OAc)3 (210 mg, 0.990 mmol). Reactants: CC=1C=NC=C(C(=O)NC2CCNCC2)C1 (5-methyl-N-(piperidin-4-yl)-nicotinamide), C(C)OC=1C=C(C=O)C=CC1O (3-ethoxy-4-hydroxy-benzaldehyde). Product: C(C)OC=1C=C(CN2CCC(CC2)NC(C2=CN=CC(=C2)C)=O)C=CC1O (N-[1-(3-Ethoxy-4-hydroxy-benzyl)piperidin-4-yl]-5-methyl-nicotinamide). Yield: 100.0%. RXN SMILES: [CH3:1][C:2]1[CH:3]=[N:4][CH:5]=[C:6]([CH:16]=1)[C:7]([NH:9][CH:10]1[CH2:15][CH2:14][NH:13][CH2:12][CH2:11]1)=[O:8].[CH2:17]([O:19][C:20]1[CH:21]=[C:22]([CH:25]=[CH:26][C:27]=1[OH:28])[CH:23]=O)[CH3:18]>>[CH2:17]([O:19][C:20]1[CH:21]=[C:22]([CH:25]=[CH:26][C:27]=1[OH:28])[CH2:23][N:13]1[CH2:12][CH2:11][CH:10]([NH:9][C:7](=[O:8])[C:6]2[CH:16]=[C:2]([CH3:1])[CH:3]=[N:4][CH:5]=2)[CH2:15][CH2:14]1)[CH3:18]. Procedure: The title compound (37 mg, 100%) was prepared analogously to example 30 from 5-methyl-N-(piperidin-4-yl)-nicotinamide and 3-ethoxy-4-hydroxy-benzaldehyde. MS: 370.5 (MH+). The reactants are C(C)(C)(C)OC(=O)NN=CC1=CC=CC=C1 (N'-benzylidenehydrazinecarboxylic acid tert-butylester), CI (methyl iodide), [H-].[Na+] (Sodium hydride). Run in O1CCCC1 (tetrahydrofuran), O1CCCC1 (tetrahydrofuran). Run at temperature 0 celsius, time 3 day. Product: C(C)(C)(C)OC(=O)N(N=CC1=CC=CC=C1)C (N'-benzylidene-N-methylhydrazinecarboxylic acid tert-butyl ester). Isolated yield 92.7%. RXN SMILES: [C:1]([O:5][C:6]([NH:8][N:9]=[CH:10][C:11]1[CH:16]=[CH:15][CH:14]=[CH:13][CH:12]=1)=[O:7])([CH3:4])([CH3:3])[CH3:2].[CH3:17]I.[H-].[Na+]>O1CCCC1>[C:1]([O:5][C:6]([N:8]([CH3:17])[N:9]=[CH:10][C:11]1[CH:16]=[CH:15][CH:14]=[CH:13][CH:12]=1)=[O:7])([CH3:4])([CH3:2])[CH3:3] |f:2.3|. Procedure: To a solution of N'-benzylidenehydrazinecarboxylic acid tert-butylester (2.0 g, 9.07 mmol) in anhydrous tetrahydrofuran (20 ml) was added methyl iodide (4.54 ml, 72.6 mmol) and the solution was cooled to 0° C. Sodium hydride (60% dispersion in mineral oil, 1.09 g, 27.2 mmol) was slowly added and the mixture was stirred at room temperature for 3 days. The tetrahydrofuran (50 ml) was added and the mixture was filtered. The filtrate was concentrated in vacuo and chromatographed on silica (100 g) wi... Reactants: 5-A, C(C)OC(CC1=C(C(=C(C=C1)[N+](=O)[O-])OC1=CC(=CC(=C1)Cl)Br)F)=O ([3-(3-bromo-5-chloro-phenoxy)-2-fluoro-4-nitro-phenyl]-acetic acid ethyl ester), [NH4+].[Cl-] (NH4Cl). Reagents/catalysts: [Fe] (Fe). Run in C(C)O (ethanol), O (H2O). The product is C(C)OC(CC1=C(C(=C(C=C1)N)OC1=CC(=CC(=C1)Cl)Br)F)=O ([4-amino-3-(3-bromo-5-chloro-phenoxy)-2-fluoro-phenyl]-acetic acid ethyl ester). Isolated yield 94.0%. RXN SMILES: [CH2:1]([O:3][C:4](=[O:25])[CH2:5][C:6]1[CH:11]=[CH:10][C:9]([N+:12]([O-])=O)=[C:8]([O:15][C:16]2[CH:21]=[C:20]([Cl:22])[CH:19]=[C:18]([Br:23])[CH:17]=2)[C:7]=1[F:24])[CH3:2].[NH4+].[Cl-]>C(O)C.O.[Fe]>[CH2:1]([O:3][C:4](=[O:25])[CH2:5][C:6]1[CH:11]=[CH:10][C:9]([NH2:12])=[C:8]([O:15][C:16]2[CH:21]=[C:20]([Cl:22])[CH:19]=[C:18]([Br:23])[CH:17]=2)[C:7]=1[F:24])[CH3:2] |f:1.2|. Procedure details: steps 4 and 5—A suspension of 44a (16.1 g, 37 mmol), Fe powder (8.2 g, 148 mmol, Fisher, electrolytically deposited), and NH4Cl (8.0 g, 148 mmol) in absolute ethanol (700 mL) and H2O (180 mL) was heated to reflux for 4 h. The solution was cooled to RT and filtered through CELITE®. The filter cake was washed with chloroform (2×150 mL). The filtrate was washed with aqueous NaHCO3, water, and brine and dried (K2CO3), filtered and the volatiles removed to afford 14.0 g of [4-amino-3-(3-bromo-5-chlor... The reactants are C(C)(C)(C)OC(NCC=CCN)=O ((4-amino-but-2-enyl)-carbamic acid tert-butyl ester), FC1=CC=C(C=C1)C(CCCCC(=O)O)C1=CC=C(C=C1)F (6,6-bis-(4-fluorophenyl)-hexanoic acid), C(CCl)Cl (EDC). The reagents and catalysts are CN(C)C=1C=CN=CC1 (DMAP). The solvent is C(Cl)Cl (CH2Cl2). Run at time 8 hour. Yields the product C(C)(C)(C)OC(NCC=CCNC(CCCCC(C1=CC=C(C=C1)F)C1=CC=C(C=C1)F)=O)=O ({4-[6,6-Bis-(4-fluoro-phenyl)-hexanoylamino]-but-2-enyl}-carbamic acid tert-butyl ester). Yield: 70.0%. RXN SMILES: [C:1]([O:5][C:6](=[O:13])[NH:7][CH2:8][CH:9]=[CH:10][CH2:11][NH2:12])([CH3:4])([CH3:3])[CH3:2].[F:14][C:15]1[CH:20]=[CH:19][C:18]([CH:21]([C:29]2[CH:34]=[CH:33][C:32]([F:35])=[CH:31][CH:30]=2)[CH2:22][CH2:23][CH2:24][CH2:25][C:26](O)=[O:27])=[CH:17][CH:16]=1.C(Cl)CCl>C(Cl)Cl.CN(C1C=CN=CC=1)C>[C:1]([O:5][C:6](=[O:13])[NH:7][CH2:8][CH:9]=[CH:10][CH2:11][NH:12][C:26](=[O:27])[CH2:25][CH2:24][CH2:23][CH2:22][CH:21]([C:29]1[CH:30]=[CH:31][C:32]([F:35])=[CH:33][CH:34]=1)[C:18]1[CH:19]=[CH:20][C:15]([F:14])=[CH:16][CH:17]=1)([CH3:4])([CH3:2])[CH3:3]. Reported procedure: To a solution of (4-amino-but-2-enyl)-carbamic acid tert-butyl ester (1.0 g, 5.36 mmol) in dry CH2Cl2 (40 ml) was added 6,6-bis-(4-fluorophenyl)-hexanoic acid (1.62 g, 5.36 mmol) under nitrogen. To the reaction was added EDC (2.04 g, 10.72 mmol) and DMAP (cat) and the reaction mixture stirred under nitrogen at room temperature overnight. The reaction was then concentrated under reduced pressure. The residue dissolved in ethyl acetate:water (10:1) (150 ml). The organic was washed with water (30 m... Starting materials: COC(OC)N(C)C, Cc1ccccc1, NC(=O)c1ccc2nc(Cl)nc(N3CCOCC3)c2n1. The product is CN(C)C=NC(=O)c1ccc2nc(Cl)nc(N3CCOCC3)c2n1. Reaction SMILES: [CH3:21][O:22][CH:23]([N:24]([CH3:25])[CH3:26])[O:27][CH3:28].[CH3:29][c:30]1[cH:31][cH:32][cH:33][cH:34][cH:35]1.[Cl:1][c:2]1[n:3][c:4]([N:15]2[CH2:16][CH2:17][O:18][CH2:19][CH2:20]2)[c:5]2[c:6]([n:7]1)[cH:8][cH:9][c:10]([C:12](=[O:13])[NH2:14])[n:11]2>>[Cl:1][c:2]1[n:3][c:4]([N:15]2[CH2:16][CH2:17][O:18][CH2:19][CH2:20]2)[c:5]2[c:6]([n:7]1)[cH:8][cH:9][c:10]([C:12](=[O:13])[N:14]=[CH:23][N:24]([CH3:25])[CH3:26])[n:11]2. Reactants: ClC(Cl)(Cl)Cl, C1CCCCC1, ClP(Cl)(Cl)(Cl)Cl, O=C(O)c1cc(Cl)ccc1[N+](=O)[O-]. Product: O=C(Cl)c1cc(Cl)ccc1[N+](=O)[O-]. RXN SMILES: [C:20]([Cl:21])([Cl:22])([Cl:23])[Cl:24].[CH2:25]1[CH2:26][CH2:27][CH2:28][CH2:29][CH2:30]1.[Cl:14][P:15]([Cl:16])([Cl:17])([Cl:18])[Cl:19].[Cl:1][c:2]1[cH:3][cH:4][c:5]([N+:11](=[O:12])[O-:13])[c:6]([C:7](=[O:8])[OH:9])[cH:10]1>>[Cl:1][c:2]1[cH:3][cH:4][c:5]([N+:11](=[O:12])[O-:13])[c:6]([C:7](=[O:8])[Cl:14])[cH:10]1. The product is FC1=CC=C(C=C1)C1=NC=C(C(=N1)C1=CC(=CC=C1)C(F)(F)F)OC (2-(4-fluorophenyl)-4-(3-trifluoromethylphenyl)-5-methoxypyrimidine). Yield: 85.3%. The reactants are FC1=CC=C(C=C1)C1=NC=C(C(=N1)C1=CC(=CC=C1)C(F)(F)F)S(=O)(=O)C (2-(4-fluorophenyl)-4-(3-trifluoromethylphenyl)-5-methanesulfonylpyrimidine), C[O-].[Na+] (sodium methoxide), CO (methanol). The solvent is COCCOC (ethylene glycol dimethyl ether). Reaction SMILES: [F:1][C:2]1[CH:7]=[CH:6][C:5]([C:8]2[N:13]=[C:12]([C:14]3[CH:19]=[CH:18][CH:17]=[C:16]([C:20]([F:23])([F:22])[F:21])[CH:15]=3)[C:11](S(C)(=O)=O)=[CH:10][N:9]=2)=[CH:4][CH:3]=1.[CH3:28][O-:29].[Na+].CO>COCCOC>[F:1][C:2]1[CH:7]=[CH:6][C:5]([C:8]2[N:13]=[C:12]([C:14]3[CH:19]=[CH:18][CH:17]=[C:16]([C:20]([F:23])([F:22])[F:21])[CH:15]=3)[C:11]([O:29][CH3:28])=[CH:10][N:9]=2)=[CH:4][CH:3]=1 |f:1.2|. Procedure details: 2 g of 2-(4-fluorophenyl)-4-(3-trifluoromethylphenyl)-5-methanesulfonylpyrimidine, 0.3 g of sodium methoxide and 20 ml of methanol were added to 120 ml of ethylene glycol dimethyl ether, and the resulting mixture was heated under reflux for 5 hours. The solvent was distilled away under reduced pressure. The residue was washed with water, and then dried to obtain 1.5 g of 2-(4-fluorophenyl)-4-(3-trifluoromethylphenyl)-5-methoxypyrimidine (Compound 18).